Dataset: the Open Reaction Database (ORD), a public repository of structured organic reaction records. Task: describe an organic reaction: reactants, conditions, products, and yield The reactants are O=C1CCC(=O)N1Br, O=C(OOC(=O)c1ccccc1)c1ccccc1, Cc1ccc(C(F)(F)F)c(Cl)c1, ClC(Cl)(Cl)Cl. Yields the product FC(F)(F)c1ccc(CBr)cc1Cl. RXN SMILES: [Br:13][N:14]1[C:15](=[O:16])[CH2:17][CH2:18][C:19]1=[O:20].[C:21]([O:22][O:23][C:24](=[O:25])[c:26]1[cH:27][cH:28][cH:29][cH:30][cH:31]1)(=[O:32])[c:33]1[cH:34][cH:35][cH:36][cH:37][cH:38]1.[Cl:1][c:2]1[c:3]([C:9]([F:10])([F:11])[F:12])[cH:4][cH:5][c:6]([CH3:8])[cH:7]1.[Cl:39][C:40]([Cl:41])([Cl:42])[Cl:43]>>[Cl:1][c:2]1[c:3]([C:9]([F:10])([F:11])[F:12])[cH:4][cH:5][c:6]([CH2:8][Br:13])[cH:7]1. Reactants: [Al+3], [H-], [H-], [H-], [H-], [Li+], C1CCOC1, [N-]=[N+]=NCC(O)COCCCCCCCCc1ccccc1. Yields the product NCC(O)COCCCCCCCCc1ccccc1. RXN SMILES: [Al+3:24].[H-:23].[H-:26].[H-:27].[H-:28].[Li+:25].[O:29]1[CH2:30][CH2:31][CH2:32][CH2:33]1.[c:1]1([CH2:7][CH2:8][CH2:9][CH2:10][CH2:11][CH2:12][CH2:13][CH2:14][O:15][CH2:16][CH:17]([CH2:18][N:19]=[N+:20]=[N-:21])[OH:22])[cH:2][cH:3][cH:4][cH:5][cH:6]1>>[c:1]1([CH2:7][CH2:8][CH2:9][CH2:10][CH2:11][CH2:12][CH2:13][CH2:14][O:15][CH2:16][CH:17]([CH2:18][NH2:19])[OH:22])[cH:2][cH:3][cH:4][cH:5][cH:6]1. Reactants: Cc1ccccc1, O=C=NCCCl, Nc1cccnc1. The product is O=C(NCCCl)Nc1cccnc1. As a reaction SMILES: [CH3:14][c:15]1[cH:16][cH:17][cH:18][cH:19][cH:20]1.[Cl:1][CH2:2][CH2:3][N:4]=[C:5]=[O:6].[n:7]1[cH:8][c:9]([NH2:13])[cH:10][cH:11][cH:12]1>>[Cl:1][CH2:2][CH2:3][NH:4][C:5](=[O:6])[NH:13][c:9]1[cH:8][n:7][cH:12][cH:11][cH:10]1. The reactants are CN1CCN(CC1)C=1SC=C(N1)C=O (2-(4-methyl-1-piperazinyl)thiazole-4-carbaldehyde), N (ammonia), S1C(=S)N(C(=O)C1)CC(=O)O (rhodanine-3-acetic acid), [Cl-].[NH4+] (ammonium chloride). Run in C(C)O (ethanol). Product: CN1CCN(CC1)C=1SC=C(N1)C=C1C(N(C(S1)=S)CC(=O)O)=O (5-[2-(4-Methyl-1-piperazinyl)thiazol-4-ylmethylene]rhodanine-3-acetic acid). RXN SMILES: [CH3:1][N:2]1[CH2:7][CH2:6][N:5]([C:8]2[S:9][CH:10]=[C:11]([CH:13]=O)[N:12]=2)[CH2:4][CH2:3]1.[S:15]1[CH2:21][C:19](=[O:20])[N:18]([CH2:22][C:23]([OH:25])=[O:24])[C:16]1=[S:17].[Cl-].[NH4+].N>C(O)C>[CH3:1][N:2]1[CH2:3][CH2:4][N:5]([C:8]2[S:9][CH:10]=[C:11]([CH:13]=[C:21]3[S:15][C:16](=[S:17])[N:18]([CH2:22][C:23]([OH:25])=[O:24])[C:19]3=[O:20])[N:12]=2)[CH2:6][CH2:7]1 |f:2.3|. Procedure details: The reaction described in Example 1 was repeated, but using 1.8 g of 2-(4-methyl-1-piperazinyl)thiazole-4-carbaldehyde, 1.2 g of rhodanine-3-acetic acid, 0.9 g of ammonium chloride, 0.9 ml of 28% v/v aqueous ammonia, and 40 ml of ethanol, giving the title compound as dark yellow needles. RXN SMILES: [Br:1][c:2]1[c:3]([O:17][c:18]2[c:19]([F:27])[cH:20][c:21]([N+:24](=[O:25])[O-:26])[cH:22][cH:23]2)[cH:4][c:5]2[cH:6][n:7][n:8]([CH:11]3[O:12][CH2:13][CH2:14][CH2:15][CH2:16]3)[c:9]2[cH:10]1.[CH2:45]1[O:46][CH2:47][CH2:48][O:49][CH2:50]1.[CH3:39][CH2:40][O:41][C:42]([CH3:43])=[O:44].[Cl-:37].[NH4+:38].[n:28]1[cH:29][cH:30][c:31]([B:34]([OH:35])[OH:36])[cH:32][cH:33]1>>[c:2]1(-[c:31]2[cH:30][cH:29][n:28][cH:33][cH:32]2)[c:3]([O:17][c:18]2[c:19]([F:27])[cH:20][c:21]([N+:24](=[O:25])[O-:26])[cH:22][cH:23]2)[cH:4][c:5]2[cH:6][n:7][n:8]([CH:11]3[O:12][CH2:13][CH2:14][CH2:15][CH2:16]3)[c:9]2[cH:10]1. The reactants are O=[N+]([O-])c1ccc(Oc2cc3cnn(C4CCCCO4)c3cc2Br)c(F)c1, C1COCCO1, CCOC(C)=O, [Cl-], [NH4+], OB(O)c1ccncc1. Product: O=[N+]([O-])c1ccc(Oc2cc3cnn(C4CCCCO4)c3cc2-c2ccncc2)c(F)c1.